Dataset: the Open Reaction Database (ORD), a public repository of structured organic reaction records. Task: describe an organic reaction: reactants, conditions, products, and yield Starting materials: [Br-], C1CCOC1, CCCCCC[Mg+], COC(=O)c1ccc(Cl)cc1, CN1CCCC1=O. Product: CCCCCCc1ccc(C(=O)OC)cc1. Reaction SMILES: [Br-:17].[CH2:12]1[O:13][CH2:14][CH2:15][CH2:16]1.[CH2:18]([CH2:19][CH2:20][CH2:21][CH2:22][CH3:23])[Mg+:24].[CH3:1][O:2][C:3]([c:4]1[cH:5][cH:6][c:7]([Cl:10])[cH:8][cH:9]1)=[O:11].[CH3:25][N:26]1[CH2:27][CH2:28][CH2:29][C:30]1=[O:31]>>[CH3:1][O:2][C:3]([c:4]1[cH:5][cH:6][c:7]([CH2:18][CH2:19][CH2:20][CH2:21][CH2:22][CH3:23])[cH:8][cH:9]1)=[O:11].